Dataset: the Open Reaction Database (ORD), a public repository of structured organic reaction records. Task: describe an organic reaction: reactants, conditions, products, and yield Reactants: BrCC=1C=C(C=C(C1)CBr)CC(P(OC(C)C)(=O)OC(C)C)P(OC(C)C)(=O)OC(C)C (Tetraisopropyl 2-(3,5-bis(bromomethyl)phenyl)ethane-1,1-diphosphonate), C(C)(=S)[O-].[K+] (potassium thioacetate). The solvent is CN(C)C=O (DMF), CN(C)C=O (DMF). Conditions: temperature 0 celsius, time 1.5 hour. The product is C(C)(=O)SCC=1C=C(C=C(C1)CSC(C)=O)CC(P(OC(C)C)(=O)OC(C)C)P(OC(C)C)(=O)OC(C)C (Tetraisopropyl 2-(3,5-bis(acetylthiomethyl)phenyl)ethane-1,1-diphosphonate). Isolated yield 70.6%. RXN SMILES: Br[CH2:2][C:3]1[CH:4]=[C:5]([CH2:11][CH:12]([P:23]([O:29][CH:30]([CH3:32])[CH3:31])(=[O:28])[O:24][CH:25]([CH3:27])[CH3:26])[P:13]([O:19][CH:20]([CH3:22])[CH3:21])(=[O:18])[O:14][CH:15]([CH3:17])[CH3:16])[CH:6]=[C:7]([CH2:9]Br)[CH:8]=1.[C:33]([O-:36])(=[S:35])[CH3:34].[K+]>CN(C=O)C>[C:33]([S:35][CH2:2][C:3]1[CH:4]=[C:5]([CH2:11][CH:12]([P:23]([O:29][CH:30]([CH3:32])[CH3:31])(=[O:28])[O:24][CH:25]([CH3:27])[CH3:26])[P:13]([O:19][CH:20]([CH3:22])[CH3:21])(=[O:18])[O:14][CH:15]([CH3:17])[CH3:16])[CH:6]=[C:7]([CH2:9][S:35][C:33](=[O:36])[CH3:34])[CH:8]=1)(=[O:36])[CH3:34] |f:1.2|. Procedure details: To a solution of bisphosphonate 17 (2 g, 3.2 mmol) in 12 ml of anhydrous DMF under nitrogen is added at 0° C. via a cannula a solution of potassium thioacetate (1.1 g, 9.6 mmol) in 15 ml of anhydrous DMF. The mixture is stirred for 1.50 h at 0° C., quenched with water and extracted with EtOAc. The organic layer is dried over Na2SO4, filtered and evaporated. The residue is purified by flash chromatography (silica gel, MeOH:CH2Cl2 /0:100-2:98) to give bisthioacetate 18 (1.38 g, 70%) as a light yel... Reactants: Cl (HCl), ClC1=NC=CC(=N1)NC1=C(C2=C(OCCO2)C=C1)S(=O)(=O)N (6-(2-chloro-pyrimidin-4-ylamino)-2,3-dihydro-benzo[1,4]dioxine-5-sulfonic acid amide), CC1=C(C=C(C=C1)N)NC (4,N3-dimethyl-benzene-1,3-diamine), compound. Solvent: C(C)(C)O (isopropanol). Product: CC1=C(C=C(C=C1)NC1=NC=CC(=N1)NC1=C(C2=C(OCCO2)C=C1)S(=O)(=O)N)NC (6-[2-(4-Methyl-3-methylamino-phenylamino)-pyrimidin-4-ylamino]-2,3-dihydro-benzo[1,4]dioxine-5-sulfonic acid amide). Procedure: To a suspension of 2.9 g (7.2 mmol) 6-(2-chloro-pyrimidin-4-ylamino)-2,3-dihydro-benzo[1,4]dioxine-5-sulfonic acid amide and 2.0 g 4,N3-dimethyl-benzene-1,3-diamine (compound of Example 102f)) in 50 ml isopropanol is added 5 ml conc. HCl and the reaction mixture is heated to reflux for 2 hours. Then the reaction mixture is partitioned between 1 l ethyl acetate and 1 l water. The aqueous layer is adjusted to slightly basic pH by adding NaHCO3. The water layer is extracted a second time with 300 m... As a reaction SMILES: Cl[C:2]1[N:7]=[C:6]([NH:8][C:9]2[CH:18]=[CH:17][C:12]3[O:13][CH2:14][CH2:15][O:16][C:11]=3[C:10]=2[S:19]([NH2:22])(=[O:21])=[O:20])[CH:5]=[CH:4][N:3]=1.[CH3:23][C:24]1[CH:29]=[CH:28][C:27]([NH2:30])=[CH:26][C:25]=1[NH:31][CH3:32].Cl>C(O)(C)C>[CH3:23][C:24]1[CH:29]=[CH:28][C:27]([NH:30][C:2]2[N:7]=[C:6]([NH:8][C:9]3[CH:18]=[CH:17][C:12]4[O:13][CH2:14][CH2:15][O:16][C:11]=4[C:10]=3[S:19]([NH2:22])(=[O:21])=[O:20])[CH:5]=[CH:4][N:3]=2)=[CH:26][C:25]=1[NH:31][CH3:32].